Dataset: the Open Reaction Database (ORD), a public repository of structured organic reaction records. Task: describe an organic reaction: reactants, conditions, products, and yield Reactants: CCOCC (ether), C(C)NC([C@@H](NC([C@@H](NC(=O)OCC1=CC=CC=C1)C)=O)C)=O (N-benzyloxycarbonyl-L-alanyl-L-alanine ethylamide), Br (hydrobromic acid). Solvent: 4-N, C(C)(=O)O (acetic acid). Yields the product Br.C(C)NC([C@@H](NC([C@@H](N)C)=O)C)=O (L-Alanyl-L-alanine ethylamide hydrobromide). Reaction SMILES: [CH2:1]([NH:3][C:4](=[O:23])[C@H:5]([CH3:22])[NH:6][C:7](=[O:21])[C@H:8]([CH3:20])[NH:9]C(OCC1C=CC=CC=1)=O)[CH3:2].[BrH:24].CCOCC>C(O)(=O)C>[BrH:24].[CH2:1]([NH:3][C:4](=[O:23])[C@H:5]([CH3:22])[NH:6][C:7](=[O:21])[C@H:8]([CH3:20])[NH2:9])[CH3:2] |f:4.5|. Reported procedure: 7.5 g (0.023 mol) of N-benzyloxycarbonyl-L-alanyl-L-alanine ethylamide were stirred for 1 hour in 50 ml of 4-N hydrobromic acid in acetic acid. To the solution were added 300 ml of dry ether and, after stirring for a few minutes, the oil was allowed to settle and the ether decanted from the oil and discarded. The oil was then dissolved in methanol, the desired L-alanyl-L-alanine ethylamide hydrobromide crystallising out on the addition of ethyl acetate. The yield was 6.0 g (83%) and the melting ... Starting materials: CC(CCOC1=NC(=C2N=C(N(C2=N1)C1OCCCC1)OC)N)C (2-[(3-methylbutyl)oxy]-8-methoxy-9-(tetrahydro-2H-pyran-2-yl)-9H-purin-6-amine), C(=O)(C(F)(F)F)O (TFA). Run in CO (MeOH). Run at time 24 hour. Product: FC(C(=O)O)(F)F.CC(CCOC1=NC(=C2N=C(NC2=N1)OC)N)C (2-[(3-Methylbutyl)oxy]-8-methoxy-9H-purin-6-amine trifluoroacetic acid salt). As a reaction SMILES: [CH3:1][CH:2]([CH3:24])[CH2:3][CH2:4][O:5][C:6]1[N:14]=[C:13]2[C:9]([N:10]=[C:11]([O:21][CH3:22])[N:12]2C2CCCCO2)=[C:8]([NH2:23])[N:7]=1.[C:25]([OH:31])([C:27]([F:30])([F:29])[F:28])=[O:26]>CO>[F:28][C:27]([F:30])([F:29])[C:25]([OH:31])=[O:26].[CH3:1][CH:2]([CH3:24])[CH2:3][CH2:4][O:5][C:6]1[N:14]=[C:13]2[C:9]([N:10]=[C:11]([O:21][CH3:22])[NH:12]2)=[C:8]([NH2:23])[N:7]=1 |f:3.4|. Procedure details: To a solution of 2-[(3-methylbutyl)oxy]-8-methoxy-9-(tetrahydro-2H-pyran-2-yl)-9H-purin-6-amine (210 mg) in dry MeOH (2.1 mL) was added TFA (0.21 ml) and the mixture was stirred at room temperature for 24 h. The reaction was concentrated in vacuo to give a yellow residue which was triturated with Et2O (15 mL) and filtered under reduced pressure to give the title compound as an off-white solid (143 mg). Starting materials: ClC1=CC=CC(=N1)C1(CCC1)C1=NCCC2=CC=C(C=C12)OCCNS(=O)(=O)CCC (N-[2-({1-[1-(6-Chloropyridin-2-yl)cyclobutyl]-3,4-dihydroisoquinolin-7-yl}oxy)ethyl]propane-1-sulfonamide), [BH4-].[Na+] (Sodiumborohydride). Run in CO (methanol). The product is ClC1=CC=CC(=N1)C1(CCC1)C1NCCC2=CC=C(C=C12)OCCNS(=O)(=O)CCC (N-[2-({1-[1-(6-Chloropyridin-2-yl)cyclobutyl]-1,2,3,4-tetrahydroisoquinolin-7-yl}oxy)ethyl]propane-1-sulfonamide). RXN SMILES: [Cl:1][C:2]1[N:7]=[C:6]([C:8]2([C:12]3[C:21]4[C:16](=[CH:17][CH:18]=[C:19]([O:22][CH2:23][CH2:24][NH:25][S:26]([CH2:29][CH2:30][CH3:31])(=[O:28])=[O:27])[CH:20]=4)[CH2:15][CH2:14][N:13]=3)[CH2:11][CH2:10][CH2:9]2)[CH:5]=[CH:4][CH:3]=1.[BH4-].[Na+]>CO>[Cl:1][C:2]1[N:7]=[C:6]([C:8]2([CH:12]3[C:21]4[C:16](=[CH:17][CH:18]=[C:19]([O:22][CH2:23][CH2:24][NH:25][S:26]([CH2:29][CH2:30][CH3:31])(=[O:27])=[O:28])[CH:20]=4)[CH2:15][CH2:14][NH:13]3)[CH2:9][CH2:10][CH2:11]2)[CH:5]=[CH:4][CH:3]=1 |f:1.2|. Procedure: N-[2-({1-[1-(6-Chloropyridin-2-yl)cyclobutyl]-3,4-dihydroisoquinolin-7-yl}oxy)ethyl]propane-1-sulfonamide (36 mg, 0.78 mmol) was dissolved in methanol (1 ml). Sodiumborohydride (12 mg, 0.31 mmol) was added and stirring was continued at room temperature over night. The solvent was evaporated in vacuo and the residue partitioned between dichloromethane and 1N aqueous sodium hydroxide solution. The layers were separated and the organic layer was dried (MgSO4) and concentrated in vacuo. The crude pr...